Task: describe an organic reaction: reactants, conditions, products, and yield. Dataset: the Open Reaction Database (ORD), a public repository of structured organic reaction records Starting materials: CCOC(=O)c1cc2ccc(CC)cc2s1, CO, [Li+], C1CCOC1, [OH-], O. Yields the product CCc1ccc2cc(C(=O)O)sc2c1. Reaction SMILES: [CH2:1]([CH3:2])[c:3]1[cH:4][cH:5][c:6]2[c:7]([s:8][c:9]([C:11](=[O:12])[O:13][CH2:14][CH3:15])[cH:10]2)[cH:16]1.[CH3:25][OH:26].[Li+:19].[O:20]1[CH2:21][CH2:22][CH2:23][CH2:24]1.[OH-:18].[OH2:17]>>[CH2:1]([CH3:2])[c:3]1[cH:4][cH:5][c:6]2[c:7]([s:8][c:9]([C:11](=[O:12])[OH:13])[cH:10]2)[cH:16]1.